From a dataset of the Open Reaction Database (ORD), a public repository of structured organic reaction records. describe an organic reaction: reactants, conditions, products, and yield The reactants are crude product, CC(CC(C(=O)OCC)=C)C (ethyl 4-methyl-2-methylenepentanoate), CCOCC (ether), C(C)#N (acetonitrile), [Li+].[OH-] (LiOH). Run in C(C)O (ethanol). Reaction conditions: time 8 hour. Yields the product CC(CC(C(=O)O)=C)C (4-methyl-2-methylenepentanoic acid). As a reaction SMILES: [CH3:1][CH:2]([CH3:11])[CH2:3][C:4](=[CH2:10])[C:5]([O:7]CC)=[O:6].CCOCC.C(#N)C.[Li+].[OH-]>C(O)C>[CH3:1][CH:2]([CH3:11])[CH2:3][C:4](=[CH2:10])[C:5]([OH:7])=[O:6] |f:3.4|. Procedure details: The crude product, ethyl 4-methyl-2-methylenepentanoate containing some ether, was dissolved in absolute ethanol (250 mL) and treated with acetonitrile (250 mL), 1 M LiOH (9.7 g in 250 mL of water, 0.23 mol). After stirring overnight, the organic solvents were evaporated under reduced pressure and the aqueous residue was extracted with ethyl acetate (2×150 mL). The combined extracts were washed with brine, dried over MgSO4 and concentrated under reduced pressure to afford 10.5 g of 4-methyl-2-me... The product is Fc1ccc(CBr)c(Br)c1. As a reaction SMILES: [Br:10][N:11]1[C:12](=[O:13])[CH2:14][CH2:15][C:16]1=[O:17].[Br:1][c:2]1[c:3]([CH3:9])[cH:4][cH:5][c:6]([F:8])[cH:7]1.[C:18]([Cl:19])([Cl:20])([Cl:21])[Cl:22]>>[Br:1][c:2]1[c:3]([CH2:9][Br:10])[cH:4][cH:5][c:6]([F:8])[cH:7]1. The reactants are O=C1CCC(=O)N1Br, Cc1ccc(F)cc1Br, ClC(Cl)(Cl)Cl.